This data is from the Open Reaction Database (ORD), a public repository of structured organic reaction records. The task is: describe an organic reaction: reactants, conditions, products, and yield Reactants: CC(C(=O)C1=CN(C2=NC=C(N=C21)NC2=CC=C(C=O)C=C2)COCC[Si](C)(C)C)(C)C (4-[[7-(2,2-dimethylpropanoyl)-5-(2-trimethylsilylethoxymethyl)-pyrrolo[2,3-b]pyrazin-2-yl]amino]benzaldehyde), O=C(CC#N)N1CCCCC1 (3-oxo-3-(1-piperidyl)propanenitrile), N1CCCCC1 (piperdine), O=C(CC#N)N1CCCCC1 (3-oxo-3-(1-piperidyl)propanenitrile), N1CCCCC1 (piperdine). Run in CO (methanol). Conditions: time 5 hour. The product is CC(C(=O)C1=CN(C2=NC=C(N=C21)NC2=CC=C(C=C2)C=C(C#N)C(=O)N2CCCCC2)COCC[Si](C)(C)C)(C)C (3-[4-[[7-(2,2-dimethylpropanoyl)-5-(2-trimethylsilylethoxymethyl)pyrrolo[2,3-b]pyrazin-2-yl]amino]phenyl]-2-(piperidine-1-carbonyl)prop-2-enenitrile). The yield is 59.6%. Reaction SMILES: [CH3:1][C:2]([CH3:32])([CH3:31])[C:3]([C:5]1[C:13]2[C:8](=[N:9][CH:10]=[C:11]([NH:14][C:15]3[CH:22]=[CH:21][C:18]([CH:19]=O)=[CH:17][CH:16]=3)[N:12]=2)[N:7]([CH2:23][O:24][CH2:25][CH2:26][Si:27]([CH3:30])([CH3:29])[CH3:28])[CH:6]=1)=[O:4].[O:33]=[C:34]([N:38]1[CH2:43][CH2:42][CH2:41][CH2:40][CH2:39]1)[CH2:35][C:36]#[N:37].N1CCCCC1>CO>[CH3:1][C:2]([CH3:32])([CH3:31])[C:3]([C:5]1[C:13]2[C:8](=[N:9][CH:10]=[C:11]([NH:14][C:15]3[CH:22]=[CH:21][C:18]([CH:19]=[C:35]([C:34]([N:38]4[CH2:43][CH2:42][CH2:41][CH2:40][CH2:39]4)=[O:33])[C:36]#[N:37])=[CH:17][CH:16]=3)[N:12]=2)[N:7]([CH2:23][O:24][CH2:25][CH2:26][Si:27]([CH3:30])([CH3:28])[CH3:29])[CH:6]=1)=[O:4]. Reported procedure: To a 20 ml vial 4-[[7-(2,2-dimethylpropanoyl)-5-(2-trimethylsilylethoxymethyl)-pyrrolo[2,3-b]pyrazin-2-yl]amino]benzaldehyde (35 mg, 0.0800 mmol), 3-oxo-3-(1-piperidyl)propanenitrile (18.01 mg, 0.1200 mmol), piperdine (0.02 ml, 0.15 mmol) and 3-oxo-3-(1-piperidyl)propanenitrile (18.01 mg, 0.12 mmol), were taken in methanol (5 ml). To this reaction mixture, piperdine (0.02 ml, 0.15 mmol) was added drop wise at RT. After completion of the addition, the reaction mixture was stirred for 5 hrs. Ethan... As a reaction SMILES: P(Cl)(C(C)(C)C)C(C)(C)C.Cl[C:12]1[CH:17]=[CH:16][CH:15]=[CH:14][N:13]=1.[C:18]1(B(O)O)[CH:23]=[CH:22][CH:21]=[CH:20][CH:19]=1.[OH-].[K+]>O1CCOCC1.C(OCC)C.O>[C:18]1([C:12]2[CH:17]=[CH:16][CH:15]=[CH:14][N:13]=2)[CH:23]=[CH:22][CH:21]=[CH:20][CH:19]=1 |f:3.4|. Procedure details: A 30 mL of reactor equipped with magnetic stir bar was charged with 54 mg (0.10 mmol) of (t-Bu)2PCl)2PdCl2, 0.50 g (4.4 mmol) of 2-chloropyridine, 0.65 g (5.33 mmol) of PhB(OH)2 and 0.40 g (7.13 mmol) of KOH in 2 mL of 1,4-dioxane. The reaction mixture was refluxed for 7 hours. The reaction mixture was cooled to room temperature, transferred to a separatory funnel, and diluted with 100 mL of diethyl ether and 20 mL of H2O. The layers were separated, and organic layer was washed with H2O (50 mL),... Yields the product C1(=CC=CC=C1)C1=NC=CC=C1 (2-phenylpyridine). The reactants are P(C(C)(C)C)(C(C)(C)C)Cl ((t-Bu)2PCl), ClC1=NC=CC=C1 (2-chloropyridine), C1(=CC=CC=C1)B(O)O (PhB(OH)2), [OH-].[K+] (KOH). The solvent is O1CCOCC1 (1,4-dioxane), C(C)OCC (diethyl ether), O (H2O). Starting materials: CCCc1cc(CCC=O)nn1C(C)(C)C, CCN(C(C)C)C(C)C, Fc1ccc(C(c2ccc(F)cc2)N2CCNCC2)cc1. Product: CCCc1cc(CCCN2CCN(C(c3ccc(F)cc3)c3ccc(F)cc3)CC2)nn1C(C)(C)C. As a reaction SMILES: [C:1]([CH3:2])([CH3:3])([CH3:4])[n:5]1[n:6][c:7]([CH2:13][CH2:14][CH:15]=[O:16])[cH:8][c:9]1[CH2:10][CH2:11][CH3:12].[CH:38]([N:39]([CH2:40][CH3:41])[CH:42]([CH3:43])[CH3:44])([CH3:45])[CH3:46].[F:17][c:18]1[cH:19][cH:20][c:21]([CH:24]([N:25]2[CH2:26][CH2:27][NH:28][CH2:29][CH2:30]2)[c:31]2[cH:32][cH:33][c:34]([F:37])[cH:35][cH:36]2)[cH:22][cH:23]1>>[C:1]([CH3:2])([CH3:3])([CH3:4])[n:5]1[n:6][c:7]([CH2:13][CH2:14][CH2:15][N:28]2[CH2:27][CH2:26][N:25]([CH:24]([c:21]3[cH:20][cH:19][c:18]([F:17])[cH:23][cH:22]3)[c:31]3[cH:32][cH:33][c:34]([F:37])[cH:35][cH:36]3)[CH2:30][CH2:29]2)[cH:8][c:9]1[CH2:10][CH2:11][CH3:12]. Reactants: ClC1=C2C(=NC(=N1)Cl)N(N=C2)C2OCCCC2 (4,6-dichloro-1-(tetrahydro-2H-pyran-2-yl)-1H-pyrazolo[3,4-d]pyrimidine), C(C=C)(=O)NC=1C=C(C=CC1)B(O)O ((3-acrylamidophenyl)boronic acid), C1(=CC=CC=C1)P(C1=CC=CC=C1)C1=CC=CC=C1 (triphenylphosphine), C([O-])([O-])=O.[Na+].[Na+] (sodium carbonate). The reagents and catalysts are C(C)(=O)[O-].[Pd+2].C(C)(=O)[O-] (Palladium(II) acetate). Solvent: C1(=CC=CC=C1)C (toluene). Run at temperature 80 celsius, time 12 hour. Yields the product ClC1=NC(=C2C(=N1)N(N=C2)C2OCCCC2)C=2C=C(C=CC2)NC(C=C)=O (N-(3-(6-Chloro-1-(Tetrahydro-2H-Pyran-2-Yl)-1H-Pyrazolo[3,4-D]Pyrimidin-4-Yl)Phenyl)Acrylamide). Yield: 70.0%. Reaction SMILES: Cl[C:2]1[N:7]=[C:6]([Cl:8])[N:5]=[C:4]2[N:9]([CH:12]3[CH2:17][CH2:16][CH2:15][CH2:14][O:13]3)[N:10]=[CH:11][C:3]=12.[C:18]([NH:22][C:23]1[CH:24]=[C:25](B(O)O)[CH:26]=[CH:27][CH:28]=1)(=[O:21])[CH:19]=[CH2:20].C1(P(C2C=CC=CC=2)C2C=CC=CC=2)C=CC=CC=1.C(=O)([O-])[O-].[Na+].[Na+]>C1(C)C=CC=CC=1.C([O-])(=O)C.[Pd+2].C([O-])(=O)C>[Cl:8][C:6]1[N:5]=[C:4]2[N:9]([CH:12]3[CH2:17][CH2:16][CH2:15][CH2:14][O:13]3)[N:10]=[CH:11][C:3]2=[C:2]([C:25]2[CH:24]=[C:23]([NH:22][C:18](=[O:21])[CH:19]=[CH2:20])[CH:28]=[CH:27][CH:26]=2)[N:7]=1 |f:3.4.5,7.8.9|. Reported procedure: 4,6-dichloro-1-(tetrahydro-2H-pyran-2-yl)-1H-pyrazolo[3,4-d]pyrimidine (100 mg, 0.366 mmol), (3-acrylamidophenyl)boronic acid (70 mg, 0.366 mmol) and triphenylphosphine (4 mg, 0.015 mmol) were dissolved in a mixture of toluene (7 mL) and 1 M sodium carbonate (39 mg, 0.367 mmol). Palladium(II) acetate (2.0 mg, 0.009 mmol) was then added and the reaction mixture was stirred for 12 h at 80° C. The reaction mixture was then allowed to cool to room temperature and the solvent was removed in vacuo. Th... The reactants are FC1=CC=C(C=C1)C1=C2C(CC(OC2=CC(=C1C(C1=CC=C(C=C1)C(F)(F)F)=O)C(C)C)(C)C)=O (5-(4-Fluorophenyl)-7-isopropyl-2,2-dimethyl-6-[4-(trifluoromethyl)benzoyl]-2,3-dihydro-4H-chromen-4-one), N[C@H]1[C@H](CC2=CC=CC=C12)O ((1R,2S)-1-aminoindan-2-ol), CO (Methanol). The solvent is O1CCCC1 (tetrahydrofuran), O1CCCC1 (tetrahydrofuran). Reaction conditions: temperature 0 celsius, time 8 hour. Yields the product FC1=CC=C(C=C1)C1=C2[C@H](CC(OC2=CC(=C1C(=O)C1=CC=C(C=C1)C(F)(F)F)C(C)C)(C)C)O ([(4S)-5-(4-Fluorophenyl)-4-hydroxy-7-isopropyl-2,2-dimethyl-3,4-dihydro-2H-chromen-6-yl][4-(trifluoromethyl)phenyl]methanone). As a reaction SMILES: N[C@@H]1C2C(=CC=CC=2)C[C@@H]1O.[F:12][C:13]1[CH:18]=[CH:17][C:16]([C:19]2[C:28]([C:29](=[O:40])[C:30]3[CH:35]=[CH:34][C:33]([C:36]([F:39])([F:38])[F:37])=[CH:32][CH:31]=3)=[C:27]([CH:41]([CH3:43])[CH3:42])[CH:26]=[C:25]3[C:20]=2[C:21](=[O:46])[CH2:22][C:23]([CH3:45])([CH3:44])[O:24]3)=[CH:15][CH:14]=1.CO>O1CCCC1>[F:12][C:13]1[CH:14]=[CH:15][C:16]([C:19]2[C:28]([C:29]([C:30]3[CH:35]=[CH:34][C:33]([C:36]([F:37])([F:38])[F:39])=[CH:32][CH:31]=3)=[O:40])=[C:27]([CH:41]([CH3:42])[CH3:43])[CH:26]=[C:25]3[C:20]=2[C@@H:21]([OH:46])[CH2:22][C:23]([CH3:44])([CH3:45])[O:24]3)=[CH:17][CH:18]=1. Procedure details: 120 μl (680 μmol) of borane/N,N-diethylaniline complex are added slowly to a solution of 3.79 mg (30 μmol) of (1R,2S)-1-aminoindan-2-ol in 4 ml of tetrahydrofuran. The mixture is then cooled to 0° C., and a solution of 82 mg (170 μmol) of 5-(4-fluorophenyl)-7-isopropyl-2,2-dimethyl-6-[4-(trifluoromethyl)benzoyl]-2,3-dihydro-4H-chromen-4-one (Example 23A) in 4 ml of tetrahydrofuran is then slowly added dropwise. The mixture is allowed to thaw slowly and stirred at room temperature overnight. Meth... The reactants are O=C([O-])[O-], CCOC(=O)C1CC(c2ccc(CC)cc2)CN(C(=O)Oc2ccc([N+](=O)[O-])cc2)C1, [K+], [K+], CN(C)C=O, O, OC1CCNCC1. Product: CCOC(=O)C1CC(c2ccc(CC)cc2)CN(C(=O)N2CCC(O)CC2)C1. RXN SMILES: [C:39](=[O:40])([O-:41])[O-:42].[CH2:1]([CH3:2])[c:3]1[cH:4][cH:5][c:6]([CH:9]2[CH2:10][CH:11]([C:27](=[O:28])[O:29][CH2:30][CH3:31])[CH2:12][N:13]([C:15](=[O:16])[O:17][c:18]3[cH:19][cH:20][c:21]([N+:22]([O-:23])=[O:24])[cH:25][cH:26]3)[CH2:14]2)[cH:7][cH:8]1.[K+:43].[K+:44].[O:45]=[CH:46][N:47]([CH3:48])[CH3:49].[OH2:50].[OH:32][CH:33]1[CH2:34][CH2:35][NH:36][CH2:37][CH2:38]1>>[CH2:1]([CH3:2])[c:3]1[cH:4][cH:5][c:6]([CH:9]2[CH2:10][CH:11]([C:27](=[O:28])[O:29][CH2:30][CH3:31])[CH2:12][N:13]([C:15](=[O:16])[N:36]3[CH2:35][CH2:34][CH:33]([OH:32])[CH2:38][CH2:37]3)[CH2:14]2)[cH:7][cH:8]1. Reactants: [H-].[Na+] (sodium hydride), O1C(CCCC1)OC(CO)C(F)(F)F (2-(2-tetrahydropyranyloxy)-3,3,3-trifluoro-1-propanol), C(CCCCCCCC)C1=CC=C(C=C1)C=1N=NC(=CC1)Cl (3-(4-nonylphenyl)-6-chloropyridazine). Solvent: C1(=CC=CC=C1)C (toluene), C1(=CC=CC=C1)C (toluene), C1(=CC=CC=C1)C (toluene). Product: C(CCCCCCCC)C1=CC=C(C=C1)C=1N=NC(=CC1)OCC(C(F)(F)F)OC1OCCCC1 (3-(4-nonylphenyl)-6-(2-(2-tetrahydropyranyloxy)-3,3,3-trifluoropropoxy)pyridazine). Reaction SMILES: [H-].[Na+].[O:3]1[CH2:8][CH2:7][CH2:6][CH2:5][CH:4]1[O:9][CH:10]([C:13]([F:16])([F:15])[F:14])[CH2:11][OH:12].[CH2:17]([C:26]1[CH:31]=[CH:30][C:29]([C:32]2[N:33]=[N:34][C:35](Cl)=[CH:36][CH:37]=2)=[CH:28][CH:27]=1)[CH2:18][CH2:19][CH2:20][CH2:21][CH2:22][CH2:23][CH2:24][CH3:25]>C1(C)C=CC=CC=1>[CH2:17]([C:26]1[CH:27]=[CH:28][C:29]([C:32]2[N:33]=[N:34][C:35]([O:12][CH2:11][CH:10]([O:9][CH:4]3[CH2:5][CH2:6][CH2:7][CH2:8][O:3]3)[C:13]([F:14])([F:15])[F:16])=[CH:36][CH:37]=2)=[CH:30][CH:31]=1)[CH2:18][CH2:19][CH2:20][CH2:21][CH2:22][CH2:23][CH2:24][CH3:25] |f:0.1|. Procedure details: A mixture of sodium hydride (100 mg) with toluene (10 ml) was stirred under ice cooling, followed by gradually dropwise dropping a mixed solution of optically active 2-(2-tetrahydropyranyloxy)-3,3,3-trifluoro-1-propanol obtained in Example 3 (450 mg) with toluene (4 ml), stirring the mixture at room temperature for one hour, pouring a solution of 3-(4-nonylphenyl)-6-chloropyridazine (540 mg) in toluene (10 ml) in the mixture, stirring at 80° C. for 2 hours, extracting the reaction mixture with t...